Dataset: the Open Reaction Database (ORD), a public repository of structured organic reaction records. Task: describe an organic reaction: reactants, conditions, products, and yield Starting materials: N1(CCCCC1)C1=C(C=2CC3=CC=CC=C3C2C(=C1)C1=CC=C2C=CC3=CC=CC4=CC=C1C2=C34)C#N (2-(piperidin-1-yl)-4-(pyren-1-yl)-9H-fluorene-1-carbonitrile), [H-].[Na+] (sodium hydride), C1CCOC1 (THF). Product: O=C1C2=CC=CC=C2C=2C(=CC(=C(C12)C#N)N1CCCCC1)C1=CC=C2C=CC3=CC=CC4=CC=C1C2=C34 (9-Oxo-2-piperidin-1-yl-4-pyren-1-yl-9H-fluorene-1-carbonitrile). Procedure: A solution of 2-(piperidin-1-yl)-4-(pyren-1-yl)-9H-fluorene-1-carbonitrile (474 mg) in THF was added sodium hydride (42 mg) and was stirred at 0-5° C. for less than five minutes. After completion, the reaction solvent was evaporated under vacuum and the crude solid obtained was quenched with ice water and subsequently neutralized by dilute HCl. The precipitate thus obtained was filtered and purified on a silica gel column using ethyl acetate-hexane as eluent. Light red solid; mp 180-182° C.; ESM... Conditions: temperature 2.5 celsius. Reaction SMILES: [N:1]1([C:7]2[CH:19]=[C:18]([C:20]3[C:33]4[C:34]5=[C:35]6[C:30](=[CH:31][CH:32]=4)[CH:29]=[CH:28][CH:27]=[C:26]6[CH:25]=[CH:24][C:23]5=[CH:22][CH:21]=3)[C:17]3[C:16]4[C:11](=[CH:12][CH:13]=[CH:14][CH:15]=4)[CH2:10][C:9]=3[C:8]=2[C:36]#[N:37])[CH2:6][CH2:5][CH2:4][CH2:3][CH2:2]1.[H-].[Na+].C1C[O:43]CC1>>[O:43]=[C:10]1[C:9]2[C:8]([C:36]#[N:37])=[C:7]([N:1]3[CH2:6][CH2:5][CH2:4][CH2:3][CH2:2]3)[CH:19]=[C:18]([C:20]3[C:33]4[C:34]5=[C:35]6[C:30](=[CH:31][CH:32]=4)[CH:29]=[CH:28][CH:27]=[C:26]6[CH:25]=[CH:24][C:23]5=[CH:22][CH:21]=3)[C:17]=2[C:16]2[C:11]1=[CH:12][CH:13]=[CH:14][CH:15]=2 |f:1.2|.